describe an organic reaction: reactants, conditions, products, and yield From a dataset of the Open Reaction Database (ORD), a public repository of structured organic reaction records. Reactants: CCOC(=O)c1cccc(-c2cc(C)[nH]n2)n1, O=C1CCC(=O)N1Cl. The product is CCOC(=O)c1cccc(-c2n[nH]c(C)c2Cl)n1. RXN SMILES: [CH2:1]([CH3:2])[O:3][C:4](=[O:5])[c:6]1[n:7][c:8](-[c:12]2[n:13][nH:14][c:15]([CH3:17])[cH:16]2)[cH:9][cH:10][cH:11]1.[Cl:18][N:19]1[C:20](=[O:21])[CH2:22][CH2:23][C:24]1=[O:25]>>[CH2:1]([CH3:2])[O:3][C:4](=[O:5])[c:6]1[n:7][c:8](-[c:12]2[n:13][nH:14][c:15]([CH3:17])[c:16]2[Cl:18])[cH:9][cH:10][cH:11]1. Starting materials: COC(C(CC(=O)OC(C)(C)C)CCC(NOC(C1=CC=CC=C1)(C1=CC=CC=C1)C1=CC=CC=C1)=O)=O (2-Trityloxycarbamoyl-ethyl-succinic acid 4-tert-butyl ester 1-methyl ester), [OH-].[Na+] (sodium hydroxide). Solvent: CO.O (methanol water). Conditions: time 24 hour. Product: C(C)(C)(C)OC(CC(C(=O)O)CCC(NOC(C1=CC=CC=C1)(C1=CC=CC=C1)C1=CC=CC=C1)=O)=O (2-(2-Trityloxycarbamoyl-ethyl)-succinic acid 4-tert-butyl ester). Reaction SMILES: C[O:2][C:3](=[O:38])[CH:4]([CH2:13][CH2:14][C:15](=[O:37])[NH:16][O:17][C:18]([C:31]1[CH:36]=[CH:35][CH:34]=[CH:33][CH:32]=1)([C:25]1[CH:30]=[CH:29][CH:28]=[CH:27][CH:26]=1)[C:19]1[CH:24]=[CH:23][CH:22]=[CH:21][CH:20]=1)[CH2:5][C:6]([O:8][C:9]([CH3:12])([CH3:11])[CH3:10])=[O:7].[OH-].[Na+]>CO.O>[C:9]([O:8][C:6](=[O:7])[CH2:5][CH:4]([CH2:13][CH2:14][C:15](=[O:37])[NH:16][O:17][C:18]([C:19]1[CH:24]=[CH:23][CH:22]=[CH:21][CH:20]=1)([C:25]1[CH:30]=[CH:29][CH:28]=[CH:27][CH:26]=1)[C:31]1[CH:36]=[CH:35][CH:34]=[CH:33][CH:32]=1)[C:3]([OH:38])=[O:2])([CH3:12])([CH3:10])[CH3:11] |f:1.2,3.4|. Procedure: To a solution of the compound of example 65 (2.27 g, 4.39 mmol) in a mixture of methanol/water (4:1, 50 mL) was added a solution of sodium hydroxide (1N, 9 mL). The resulting mixture was stirred for 24 h at room temperature. The solvent was evaporated and the residue was partitioned between water and ether. The alkaline phase acidified using HCl (6N) and extracted with ethyl acetate followed by drying over sodium sulfate, filtration and evaporation. The product was converted to an off-white foam...